This data is from the Open Reaction Database (ORD), a public repository of structured organic reaction records. The task is: describe an organic reaction: reactants, conditions, products, and yield Starting materials: N(=[N+]=[N-])C1C(N(C2=C(CC1)C=CC(=C2)C2=CC=CC=C2)CC(=O)OCC)=O (3-azido-1-ethoxycarbonylmethyl-8-phenyl-2,3,4,5-tetrahydro-1H-[1]benzazepin-2-one). The reagents and catalysts are [C].[Pd] (palladium-carbon). Run in C(C)O (ethanol). Reaction conditions: time 1 hour. Product: NC1C(N(C2=C(CC1)C=CC(=C2)C2=CC=CC=C2)CC(=O)OCC)=O (3-Amino-1-ethoxycarbonylmethyl-8-phenyl-2,3,4,5-tetrahydro-1H-[1]benzazepin-2-one). Isolated yield 100.3%. Reaction SMILES: [N:1]([CH:4]1[CH2:10][CH2:9][C:8]2[CH:11]=[CH:12][C:13]([C:15]3[CH:20]=[CH:19][CH:18]=[CH:17][CH:16]=3)=[CH:14][C:7]=2[N:6]([CH2:21][C:22]([O:24][CH2:25][CH3:26])=[O:23])[C:5]1=[O:27])=[N+]=[N-]>[C].[Pd].C(O)C>[NH2:1][CH:4]1[CH2:10][CH2:9][C:8]2[CH:11]=[CH:12][C:13]([C:15]3[CH:20]=[CH:19][CH:18]=[CH:17][CH:16]=3)=[CH:14][C:7]=2[N:6]([CH2:21][C:22]([O:24][CH2:25][CH3:26])=[O:23])[C:5]1=[O:27] |f:1.2|. Reported procedure: A mixture comprising 0.785 g (2.15 mmol) of 3-azido-1-ethoxycarbonylmethyl-8-phenyl-2,3,4,5-tetrahydro-1H-[1]benzazepin-2-one obtained in the Synthesis Example A-7, 0.05 g of 10% palladium-carbon and 20 ml of ethanol was catalytically hydrogenated at room temperature under 4 atm for 1 hour. After filtering off the catalyst, the filtrate was concentrated. Thus, 0.73 g of the title compound was obtained as a pale yellow oily product. Yield 100%. The reactants are ClCC=1C(=CC=CC1)C(=O)O (α-chloro-toluic acid), C(=O)(N1C=NC=C1)N1C=NC=C1 (carbonyldiimidazole), C1CCOC1 (THF), C[C@H](CS)C(=O)N1CCC[C@H]1C(=O)O (captopril), C1CCOC1 (THF). Reaction conditions: time 8 hour. Product: ClCC1=CC=C(C(=O)SC[C@H](C(=O)N2[C@H](C(=O)O)CCC2)C)C=C1 (1-[(2S)-3-(4-chloromethylbenzoyl)mercapto-2-methyl-1-oxopropyl]-L-proline). RXN SMILES: [Cl:1][CH2:2][C:3]1C(C(O)=O)=CC=[CH:7][CH:8]=1.C(N1C=CN=C1)(N1C=CN=C1)=O.[CH3:24][C@@H:25]([C:28]([N:30]1[C@H:34]([C:35]([OH:37])=[O:36])[CH2:33][CH2:32][CH2:31]1)=[O:29])[CH2:26][SH:27].[CH2:38]1[CH2:42][O:41][CH2:40][CH2:39]1>>[Cl:1][CH2:2][C:3]1[CH:40]=[CH:39][C:38]([C:42]([S:27][CH2:26][C@@H:25]([CH3:24])[C:28]([N:30]2[CH2:31][CH2:32][CH2:33][C@H:34]2[C:35]([OH:37])=[O:36])=[O:29])=[O:41])=[CH:7][CH:8]=1. Procedure: α-chloro-toluic acid (9.0 g, 0.0528 Mol) and carbonyldiimidazole (10.3 g, 0.0634 Mol) were dissolved in THF (100 ml) and stirred overnight at room temperature. Then TEA was added (7.4 ml. 0.0528 Mol) and to this reaction mixture a solution of captopril (11.5 g, 0.0528 Mol) in THF (20 ml) was added dropwise and the reaction was stirred overnight at room temperature. The mixture was then partitioned between KHSO4 10% and EtOAc (120 ml). The organic layer was separated and the aqueous phase was ext... Starting materials: COC(=O)CCC(C(N)=O)N1Cc2cccc(OC(=O)C3CCN(C(=O)OC(C)(C)C)CC3)c2C1, C1CCOC1, CC(C)(C)[O-], [K+]. Product: CC(C)(C)OC(=O)N1CCC(C(=O)Oc2cccc3c2CN(C2CCC(=O)NC2=O)C3)CC1. RXN SMILES: [C:7]([CH3:8])([CH3:9])([CH3:10])[O:11][C:12](=[O:13])[N:14]1[CH2:15][CH2:16][CH:17]([C:20](=[O:21])[O:22][c:23]2[c:24]3[c:28]([cH:29][cH:30][cH:31]2)[CH2:27][N:26]([CH:32]([CH2:33][CH2:34][C:35](=[O:36])[O:37][CH3:38])[C:39]([NH2:40])=[O:41])[CH2:25]3)[CH2:18][CH2:19]1.[CH2:42]1[O:43][CH2:44][CH2:45][CH2:46]1.[CH3:1][C:2]([CH3:3])([O-:4])[CH3:5].[K+:6]>>[C:7]([CH3:8])([CH3:9])([CH3:10])[O:11][C:12](=[O:13])[N:14]1[CH2:15][CH2:16][CH:17]([C:20](=[O:21])[O:22][c:23]2[c:24]3[c:28]([cH:29][cH:30][cH:31]2)[CH2:27][N:26]([CH:32]2[CH2:33][CH2:34][C:35](=[O:36])[NH:40][C:39]2=[O:41])[CH2:25]3)[CH2:18][CH2:19]1. The reactants are IC=1C(=CC2=CC=CC=C2C1)O (3-iodo-naphthalen-2-ol), BrCC#N (bromoacetonitrile), C([O-])([O-])=O.[K+].[K+] (potassium carbonate). Solvent: C(C)#N (acetonitrile), C(Cl)Cl (methylene chloride). Run at time 16 hour. The product is IC=1C(=CC2=CC=CC=C2C1)OCC#N ((3-iodo-naphthalen-2-yloxy)-acetonitrile). The yield is 90.5%. As a reaction SMILES: [I:1][C:2]1[C:3]([OH:12])=[CH:4][C:5]2[C:10]([CH:11]=1)=[CH:9][CH:8]=[CH:7][CH:6]=2.Br[CH2:14][C:15]#[N:16].C(=O)([O-])[O-].[K+].[K+]>C(#N)C.C(Cl)Cl>[I:1][C:2]1[C:3]([O:12][CH2:14][C:15]#[N:16])=[CH:4][C:5]2[C:10]([CH:11]=1)=[CH:9][CH:8]=[CH:7][CH:6]=2 |f:2.3.4|. Reported procedure: A mixture of 3-iodo-naphthalen-2-ol (2.0 g, 7.4 mmol), bromoacetonitrile (1.066 g, 8.88 mmol) and potassium carbonate (2.04 g, 14.81 mmol) in three mL of acetonitrile was stirred at room temperature for 16 hours. The reaction mixture was diluted with methylene chloride and filtered. The filtrate was washed with 2% aqueous NaOH solution, water, and saturated brine, dried over MgSO4, filtered, and concentrated under reduced pressure. The residue was crystallized from EtOAc/hexanes to give 2.07 g o...